This data is from the Open Reaction Database (ORD), a public repository of structured organic reaction records. The task is: describe an organic reaction: reactants, conditions, products, and yield Reactants: Cc1oc(-c2cccc(Br)c2)nc1CC(=O)O, C1CCOC1. Yields the product Cc1oc(-c2cccc(Br)c2)nc1CCO. RXN SMILES: [Br:1][c:2]1[cH:3][c:4](-[c:8]2[o:9][c:10]([CH3:17])[c:11]([CH2:13][C:14](=[O:15])[OH:16])[n:12]2)[cH:5][cH:6][cH:7]1.[CH2:18]1[O:19][CH2:20][CH2:21][CH2:22]1>>[Br:1][c:2]1[cH:3][c:4](-[c:8]2[o:9][c:10]([CH3:17])[c:11]([CH2:13][CH2:14][OH:15])[n:12]2)[cH:5][cH:6][cH:7]1. The reactants are FC1=CC=C(C=C1)N1N=CC2=CC(=CC=C12)OC(C(C)N)C1=CC=C(C=C1)SC ((1RS,2SR)-1-{[1-(4-fluorophenyl)-1H-indazol-5-yl]oxy}-1-[4-(methylthio)phenyl]propan-2-amine), C(C)N(C(C)C)C(C)C (N-ethyldiisopropylamine), C1(CC1)S(=O)(=O)Cl (cyclopropanesulfonyl chloride). The solvent is C1CCOC1 (THF). Yields the product FC1=CC=C(C=C1)N1N=CC2=CC(=CC=C12)OC(C(C)NS(=O)(=O)C1CC1)C1=CC=C(C=C1)SC (N-[(1RS,2SR)-1-[1-(4-fluorophenyl)indazol-5-yl]oxy-1-(4-methylsulfanylphenyl)propan-2-yl]cyclopropanesulfonamide). RXN SMILES: [F:1][C:2]1[CH:7]=[CH:6][C:5]([N:8]2[C:16]3[C:11](=[CH:12][C:13]([O:17][CH:18]([C:22]4[CH:27]=[CH:26][C:25]([S:28][CH3:29])=[CH:24][CH:23]=4)[CH:19]([NH2:21])[CH3:20])=[CH:14][CH:15]=3)[CH:10]=[N:9]2)=[CH:4][CH:3]=1.C(N(C(C)C)C(C)C)C.[CH:39]1([S:42](Cl)(=[O:44])=[O:43])[CH2:41][CH2:40]1>C1COCC1>[F:1][C:2]1[CH:7]=[CH:6][C:5]([N:8]2[C:16]3[C:11](=[CH:12][C:13]([O:17][CH:18]([C:22]4[CH:23]=[CH:24][C:25]([S:28][CH3:29])=[CH:26][CH:27]=4)[CH:19]([NH:21][S:42]([CH:39]4[CH2:41][CH2:40]4)(=[O:44])=[O:43])[CH3:20])=[CH:14][CH:15]=3)[CH:10]=[N:9]2)=[CH:4][CH:3]=1. Procedure: The racemic mixture of (1RS,2SR)-1-{[1-(4-fluorophenyl)-1H-indazol-5-yl]oxy}-1-[4-(methylthio)phenyl]propan-2-amine (27a, 11 mg, 0.02 mmol) was dissolved in THF (1.5 mL). Excess N-ethyldiisopropylamine (0.185 mL, 1.1 mmol) and cyclopropanesulfonyl chloride (0.063 mL, 0.62 mmol) was added in portions over a period of 3 hours. The reaction mixture was stirred over night at room temperature, quenched by addition of water and purified by HPLC. Fractions with product was freeze dried to give the titl... Reactants: FC=1C=C(C=CC1)CN1C2=CC=CC(=C2C=2C(=CC=CC12)OCC(=O)OC(C)(C)C)C(N)=O ({9-[(3-fluorophenyl)methyl]-5-carbamoylcarbazol-4-yl}oxyacetic acid, tert-butyl ester). The solvent is FC(C(=O)O)(F)F (trifluoroacetic acid). The product is FC=1C=C(C=CC1)CN1C2=CC=CC(=C2C=2C(=CC=CC12)OCC(=O)O)C(N)=O ({9-[(3-fluorophenyl)methyl]-5-carbamoylcarbazol-4-yl}oxyacetic acid). The yield is 100.0%. RXN SMILES: [F:1][C:2]1[CH:3]=[C:4]([CH2:8][N:9]2[C:21]3[CH:20]=[CH:19][CH:18]=[C:17]([O:22][CH2:23][C:24]([O:26]C(C)(C)C)=[O:25])[C:16]=3[C:15]3[C:10]2=[CH:11][CH:12]=[CH:13][C:14]=3[C:31](=[O:33])[NH2:32])[CH:5]=[CH:6][CH:7]=1>FC(F)(F)C(O)=O>[F:1][C:2]1[CH:3]=[C:4]([CH2:8][N:9]2[C:21]3[CH:20]=[CH:19][CH:18]=[C:17]([O:22][CH2:23][C:24]([OH:26])=[O:25])[C:16]=3[C:15]3[C:10]2=[CH:11][CH:12]=[CH:13][C:14]=3[C:31](=[O:33])[NH2:32])[CH:5]=[CH:6][CH:7]=1. Procedure: A solution of the {9-[(3-fluorophenyl)methyl]-5-carbamoylcarbazol-4-yl}oxyacetic acid, tert-butyl ester (40.0 mg, 0.089 mM) in 2 mL of trifluoroacetic acid was stirred at room temperature for 5 hours. The solvent was removed in vacuo. The residue was triturated with ethyl ether, then dried in vacuo to afford 35.0 mg (100%) of the {9-[(3-fluorophenyl)methyl]-5-carbamoylcarbazol-4-yl}oxyacetic acid as a white powder. 1H NMR (DMSO-d6) δ13.0 (br s, 1H), 7.75 (s, 1H), 7.6 (d, 1H, J=8 Hz), 7.5-7.25 (m... The reactants are C(C)(C)(C)OC(=O)N1CCC(CC1)(C1=CC=NC=C1)C1=CC=C(C=C1)Cl (4-(4-Chloro-phenyl)-3,4,5,6-tetrahydro-2H-[4,4′]bipyridinyl-1-carboxylic acid tert-butyl ester), CC1(OB(OC1(C)C)C=1C=NNC1)C (4-(4,4,5,5-tetramethyl-1,3,2-dioxaborolan-2-yl)-1H-pyrazole), Cl (HCl). Run in O1CCOCC1 (dioxane). Product: N1N=CC(=C1)C1=CC=C(C=C1)C1(CCNCC1)C1=CC=NC=C1 (4-[4-(1H-Pyrazol-4-yl)-phenyl]-1,2,3,4,5,6-hexahydro-[4,4′]bipyridinyl). Reaction SMILES: C(OC([N:8]1[CH2:13][CH2:12][C:11]([C:20]2[CH:25]=[CH:24][C:23](Cl)=[CH:22][CH:21]=2)([C:14]2[CH:19]=[CH:18][N:17]=[CH:16][CH:15]=2)[CH2:10][CH2:9]1)=O)(C)(C)C.CC1(C)C(C)(C)OB([C:35]2[CH:36]=[N:37][NH:38][CH:39]=2)O1.Cl>O1CCOCC1>[NH:37]1[CH:36]=[C:35]([C:23]2[CH:22]=[CH:21][C:20]([C:11]3([C:14]4[CH:19]=[CH:18][N:17]=[CH:16][CH:15]=4)[CH2:12][CH2:13][NH:8][CH2:9][CH2:10]3)=[CH:25][CH:24]=2)[CH:39]=[N:38]1. Procedure: 4-(4-Chloro-phenyl)-3,4,5,6-tetrahydro-2H-[4,4′]bipyridinyl-1-carboxylic acid tert-butyl ester was reacted with 4-(4,4,5,5-tetramethyl-1,3,2-dioxaborolan-2-yl)-1H-pyrazole following the procedure set out in Example 1, followed by treatment with 4M HCl in dioxane, to obtain the title compound. LCMS (PS-B4) Rt 4.28 min [M+H]+ 305. 1H NMR (Me-d3-OD) δ 2.76 (2H, br.t), 3.01 (2H, br.d), 3.24 (2H, br.t), 3.39 (2H, br.d), 7.58 (2H, d), 7.76 (2H, d), 8.17 (2H, d), 8.37 (2H, s), 8.82 (2H, d). The reactants are CC(=O)N1c2ccc(-n3cnc(C)c3)cc2C(Nc2ccc(C(=O)O)cn2)CC1C, CO, Cl. The product is COC(=O)c1ccc(NC2CC(C)N(C(C)=O)c3ccc(-n4cnc(C)c4)cc32)nc1. Reaction SMILES: [C:1]([CH3:2])(=[O:3])[N:4]1[CH:5]([CH3:30])[CH2:6][CH:7]([NH:20][c:21]2[cH:22][cH:23][c:24]([C:27](=[O:28])[OH:29])[cH:25][n:26]2)[c:8]2[cH:9][c:10](-[n:14]3[cH:15][n:16][c:17]([CH3:19])[cH:18]3)[cH:11][cH:12][c:13]21.[CH3:32][OH:33].[ClH:31]>>[C:1]([CH3:2])(=[O:3])[N:4]1[CH:5]([CH3:30])[CH2:6][CH:7]([NH:20][c:21]2[cH:22][cH:23][c:24]([C:27](=[O:28])[O:29][CH3:32])[cH:25][n:26]2)[c:8]2[cH:9][c:10](-[n:14]3[cH:15][n:16][c:17]([CH3:19])[cH:18]3)[cH:11][cH:12][c:13]21. Starting materials: CC(=O)[O-], CC(=O)[O-], ClCCl, [Cu+2], O=[N+]([O-])c1cn[nH]c1, OB(O)c1ccccc1, c1ccncc1. Product: O=[N+]([O-])c1cnn(-c2ccccc2)c1. As a reaction SMILES: [C:27]([O-:28])(=[O:29])[CH3:30].[C:32]([O-:33])(=[O:34])[CH3:35].[Cl:24][CH2:25][Cl:26].[Cu+2:31].[N+:1](=[O:2])([O-:3])[c:4]1[cH:5][n:6][nH:7][cH:8]1.[OH:9][B:10]([OH:11])[c:12]1[cH:13][cH:14][cH:15][cH:16][cH:17]1.[cH:18]1[cH:19][cH:20][n:21][cH:22][cH:23]1>>[N+:1](=[O:2])([O-:3])[c:4]1[cH:5][n:6][n:7](-[c:12]2[cH:13][cH:14][cH:15][cH:16][cH:17]2)[cH:8]1.